This data is from the Open Reaction Database (ORD), a public repository of structured organic reaction records. The task is: describe an organic reaction: reactants, conditions, products, and yield Procedure: To a microwave vial were added 2-methyl-propane-2-sulfinic acid [1-(5-bromo-pyridin-2-yl)-cyclobutyl]-amide (33 mg, 0.10 mmol), bis(pinacolato)diboron (30.5 mg, 0.12 mmol, [1,1′-bis(diphenylphosphino)-ferrocene]dichloropalladium(II), complex with DCM (2.5 mg, 0.003 mmol), potassium acetate (29.4 mg, 0.30 mmol) and DME (1 mL). The reaction mixture was purged using nitrogen and heated in a microwave reactor at 100° C. for 2 h. The reaction mixture was allowed to cool to RT and 7-iodo-8-phenyl-2-(2... Solvent: COCCOC (DME), COCCOC (DME). Reaction conditions: temperature 100 celsius. RXN SMILES: Br[C:2]1[CH:3]=[CH:4][C:5]([C:8]2([NH:12][S:13]([C:15]([CH3:18])([CH3:17])[CH3:16])=[O:14])[CH2:11][CH2:10][CH2:9]2)=[N:6][CH:7]=1.B1(B2OC(C)(C)C(C)(C)O2)OC(C)(C)C(C)(C)O1.C(Cl)Cl.C([O-])(=O)C.[K+].I[C:46]1[C:47](=[O:74])[C:48]2[CH:49]=[CH:50][N:51]3[C:64](=[O:65])[N:63]([CH2:66][O:67][CH2:68][CH2:69][Si:70]([CH3:73])([CH3:72])[CH3:71])[N:62]=[C:52]3[C:53]=2[O:54][C:55]=1[C:56]1[CH:61]=[CH:60][CH:59]=[CH:58][CH:57]=1.C(=O)([O-])[O-].[Na+].[Na+]>C1C=CC(P(C2C=CC=CC=2)[C-]2C=CC=C2)=CC=1.C1C=CC(P(C2C=CC=CC=2)[C-]2C=CC=C2)=CC=1.Cl[Pd]Cl.[Fe+2].COCCOC>[O:65]=[C:64]1[N:51]2[CH:50]=[CH:49][C:48]3[C:47](=[O:74])[C:46]([C:2]4[CH:3]=[CH:4][C:5]([C:8]5([NH:12][S:13]([C:15]([CH3:18])([CH3:17])[CH3:16])=[O:14])[CH2:11][CH2:10][CH2:9]5)=[N:6][CH:7]=4)=[C:55]([C:56]4[CH:61]=[CH:60][CH:59]=[CH:58][CH:57]=4)[O:54][C:53]=3[C:52]2=[N:62][N:63]1[CH2:66][O:67][CH2:68][CH2:69][Si:70]([CH3:73])([CH3:72])[CH3:71] |f:3.4,6.7.8,9.10.11.12|. Product: O=C1N(N=C2N1C=CC=1C(C(=C(OC21)C2=CC=CC=C2)C=2C=CC(=NC2)C2(CCC2)NS(=O)C(C)(C)C)=O)COCC[Si](C)(C)C (2-Methyl-propane-2-sulfinic acid (1-{5-[3,6-dioxo-8-phenyl-2-(2-trimethylsilanyl-ethoxymethyl)-2,6-dihydro-3H-9-oxa-1,2,3a-triaza-cyclopenta[a]naphthalen-7-yl]-pyridin-2-yl}-cyclobutyl)-amide). Reagents/catalysts: C1=CC=C(C=C1)P([C-]2C=CC=C2)C3=CC=CC=C3.C1=CC=C(C=C1)P([C-]2C=CC=C2)C3=CC=CC=C3.Cl[Pd]Cl.[Fe+2] ([1,1′-bis(diphenylphosphino)-ferrocene]dichloropalladium(II)). Reactants: BrC=1C=CC(=NC1)C1(CCC1)NS(=O)C(C)(C)C (2-methyl-propane-2-sulfinic acid [1-(5-bromo-pyridin-2-yl)-cyclobutyl]-amide), B1(OC(C(O1)(C)C)(C)C)B2OC(C(O2)(C)C)(C)C (bis(pinacolato)diboron), C(Cl)Cl (DCM), C(C)(=O)[O-].[K+] (potassium acetate), IC=1C(C=2C=CN3C(C2OC1C1=CC=CC=C1)=NN(C3=O)COCC[Si](C)(C)C)=O (7-iodo-8-phenyl-2-(2-trimethylsilanyl-ethoxymethyl)-2H-9-oxa-1,2,3a-triaza-cyclopenta[a]naphthalene-3,6-dione), [1,1′-bis(diphenylphosphino)-ferrocene]dischloropalladium(II), ClCCl (dichloromethane), C([O-])([O-])=O.[Na+].[Na+] (sodium carbonate). Isolated yield 81.8%. Product: CC(C)[Si](Oc1c2c(c(O)c3cccnc13)C(=O)N(Cc1ccc(F)cc1)C2=O)(C(C)C)C(C)C. As a reaction SMILES: [CH:31]([CH3:32])([CH3:33])[Si:34]([CH:35]([CH3:36])[CH3:37])([CH:38]([CH3:39])[CH3:40])[Cl:41].[F:1][c:2]1[cH:3][cH:4][c:5]([CH2:6][N:7]2[C:8](=[O:23])[c:9]3[c:10]([OH:22])[c:11]4[cH:12][cH:13][cH:14][n:15][c:16]4[c:17]([OH:21])[c:18]3[C:19]2=[O:20])[cH:24][cH:25]1.[O:42]=[CH:43][N:44]([CH3:45])[CH3:46].[nH:26]1[cH:27][cH:28][n:29][cH:30]1>>[F:1][c:2]1[cH:3][cH:4][c:5]([CH2:6][N:7]2[C:8](=[O:23])[c:9]3[c:10]([OH:22])[c:11]4[cH:12][cH:13][cH:14][n:15][c:16]4[c:17]([O:21][Si:34]([CH:31]([CH3:32])[CH3:33])([CH:35]([CH3:36])[CH3:37])[CH:38]([CH3:39])[CH3:40])[c:18]3[C:19]2=[O:20])[cH:24][cH:25]1. Starting materials: CC(C)[Si](Cl)(C(C)C)C(C)C, O=C1c2c(c(O)c3ncccc3c2O)C(=O)N1Cc1ccc(F)cc1, CN(C)C=O, c1c[nH]cn1. Starting materials: Cl.OC1=C(NS(=O)(=O)C)C=C(C=C1)C(CNC(C)C)Cl (2'-hydroxy-5'-[1-chloro-2-(isopropylamino)ethyl]methanesulfonanilide hydrochloride), CS (methylmercaptan). The solvent is C(CCl)Cl (ethylene dichloride). Conditions: time 24 hour. Yields the product OC1=C(NS(=O)(=O)C)C=C(C=C1)C(CNC(C)C)SC (2'-hydroxy-5'-[1-methylthio-2-(isopropylamino)ethyl]methanesulfonanilide). Reaction SMILES: Cl.[OH:2][C:3]1[CH:13]=[CH:12][C:11]([CH:14](Cl)[CH2:15][NH:16][CH:17]([CH3:19])[CH3:18])=[CH:10][C:4]=1[NH:5][S:6]([CH3:9])(=[O:8])=[O:7].[CH3:21][SH:22]>C(Cl)CCl>[OH:2][C:3]1[CH:13]=[CH:12][C:11]([CH:14]([S:22][CH3:21])[CH2:15][NH:16][CH:17]([CH3:19])[CH3:18])=[CH:10][C:4]=1[NH:5][S:6]([CH3:9])(=[O:8])=[O:7] |f:0.1|. Procedure: A 1-g sample of 2'-hydroxy-5'-[1-chloro-2-(isopropylamino)ethyl]methanesulfonanilide hydrochloride is slowly added to 5 mL of methylmercaptan in 25 mL of ethylene dichloride at 0° to -10° C. under N2 atmosphere. This mixture is first stirred several hours at ice-bath temperature and then stirred at ambient temperature for 24 hours. The mixture is filtered. The filter cake is washed with ethylene dichloride, added to water, and basified with 10% NaOH solution to pH 10 in an ice bath. The aqueous ...